Dataset: the Open Reaction Database (ORD), a public repository of structured organic reaction records. Task: describe an organic reaction: reactants, conditions, products, and yield The reactants are COC(C(C1=CC=CC=C1)(O)C=1OC=CC1)=O ((Furan-2-yl)-hydroxy-phenylacetic acid methyl ester), O[C@H]1CN2CCC1CC2 (3-(R)-hydroxy-1-azabicyclo[2.2.2]octane). Solvent: C1(=CC=CC=C1)C (toluene), C1(=CC=CC=C1)C (toluene). Product: N12C[C@@H](C(CC1)CC2)OC(C(C2=CC=CC=C2)(O)C=2OC=CC2)=O ((Furan-2-yl)hydroxyphenylacetic Acid 1-azabicyclo[2.2.2]oct-3(R)-yl Ester). RXN SMILES: [CH3:1][O:2][C:3](=[O:17])[C:4]([C:12]1[O:13][CH:14]=[CH:15][CH:16]=1)([OH:11])[C:5]1[CH:10]=[CH:9][CH:8]=[CH:7][CH:6]=1.O[C@@H:19]1[CH:24]2C[CH2:26][N:21]([CH2:22][CH2:23]2)[CH2:20]1>C1(C)C=CC=CC=1>[N:21]12[CH2:22][CH2:23][CH:24]([CH2:19][CH2:20]1)[C@@H:1]([O:2][C:3](=[O:17])[C:4]([C:12]1[O:13][CH:14]=[CH:15][CH:16]=1)([OH:11])[C:5]1[CH:10]=[CH:9][CH:8]=[CH:7][CH:6]=1)[CH2:26]2. Procedure: 3.24 g (0.014 mols) of (Furan-2-yl)-hydroxy-phenylacetic acid methyl ester were dissolved in 85 ml of toluene. To this solution were added 2.08 g (0.016 mols) of 3-(R)-hydroxy-1-azabicyclo[2.2.2]octane and 0.224 g (5.6 mmols) of HNa (60% dispersion in mineral oil). The mixture was refluxed with continuous removal of distillate and when necessary replacement with fresh toluene for 1.5 hours. The cooled mixture was extracted with 2N HCl acid, the aqueous layer washed with ethyl acetate, basified w... Reactants: ClCCl (dichloromethane), ClC1=CC=C(C=O)C=C1 (p-chlorobenzaldehyde), [OH-].[Na+] (NaOH). The reagents and catalysts are [Cl-].C(C1=CC=CC=C1)[P+](C1=CC=CC=C1)(C1=CC=CC=C1)C1=CC=CC=C1 (benzyl triphenyl phosphonium chloride). Run in O (H2O). Run at time 1 hour. Yields the product ClC1=C(C=CC=C1)C=CC1=CC=CC=C1 (Chlorostilbene). Reaction SMILES: Cl[CH2:2][Cl:3].Cl[C:5]1[CH:12]=[CH:11][C:8]([CH:9]=O)=[CH:7][CH:6]=1.[OH-].[Na+]>[Cl-].C([P+](C1C=CC=CC=1)(C1C=CC=CC=1)C1C=CC=CC=1)C1C=CC=CC=1.O>[Cl:3][C:2]1[CH:11]=[CH:12][CH:5]=[CH:6][C:7]=1[CH:8]=[CH:9][C:8]1[CH:11]=[CH:12][CH:5]=[CH:6][CH:7]=1 |f:2.3,4.5|. Procedure details: A 25 ml reaction flask was charged with 12.42 gram (0.03 moles) of polyvinyl benzyl triphenyl phosphonium chloride, 60 ml of dichloromethane, and 14.0 gm (0.10 moles) of p-chlorobenzaldehyde. A magnetic stirr bar was added and a thermometer and a condenser were attached. 20 grams of 50% aqueous NaOH solution was added all at once to the reaction flask. The temperature of the reaction mixture rose to a reflux and was stirred for one hour. 100 ml of H2O was added and the organic layer was separate... The reactants are N[C@@H](C)C=1C=C(N)C=CC1 (3-[(1S)-1-aminoethyl]aniline), C([O-])([O-])=O.[K+].[K+] (potassium carbonate), ClC=1C=2N(C=CC1)C(=CN2)C2=NC(=NC=C2F)Cl (8-chloro-3-(2-chloro-5-fluoropyrimidin-4-yl)imidazo[1,2-a]pyridine). Run in CS(=O)C (dimethylsulfoxide). Conditions: temperature 60 celsius, time 5 hour. Yields the product NC=1C=C(C=CC1)[C@H](C)NC1=NC=C(C(=N1)C1=CN=C2N1C=CC=C2Cl)F (N-[(1S)-1-(3-aminophenyl)ethyl]-4-(8-chloroimidazo[1,2-a]pyridin-3-yl)-5-fluoropyrimidine-2-amine). Yield: 20.5%. Reaction SMILES: [Cl:1][C:2]1[C:3]2[N:4]([C:8]([C:11]3[C:16]([F:17])=[CH:15][N:14]=[C:13](Cl)[N:12]=3)=[CH:9][N:10]=2)[CH:5]=[CH:6][CH:7]=1.[NH2:19][C@H:20]([C:22]1[CH:23]=[C:24]([CH:26]=[CH:27][CH:28]=1)[NH2:25])[CH3:21].C(=O)([O-])[O-].[K+].[K+]>CS(C)=O>[NH2:25][C:24]1[CH:23]=[C:22]([C@@H:20]([NH:19][C:13]2[N:12]=[C:11]([C:8]3[N:4]4[CH:5]=[CH:6][CH:7]=[C:2]([Cl:1])[C:3]4=[N:10][CH:9]=3)[C:16]([F:17])=[CH:15][N:14]=2)[CH3:21])[CH:28]=[CH:27][CH:26]=1 |f:2.3.4|. Procedure: 90 mg of the 8-chloro-3-(2-chloro-5-fluoropyrimidin-4-yl)imidazo[1,2-a]pyridine [125-2] was dissolved in 3 mL of dimethylsulfoxide, then 46.6 mg of 3-[(1S)-1-aminoethyl]aniline and 100 mg of potassium carbonate were added thereto, and stirred at 60° C. for 5 hours. The reaction mixture was cooled back to room temperature, and purified by preparative reversed phase liquid chromatography. Thereto, a saturated aqueous solution of sodium hydrogen carbonate was added, and the mixture was extracted wi...